Dataset: the Open Reaction Database (ORD), a public repository of structured organic reaction records. Task: describe an organic reaction: reactants, conditions, products, and yield The reactants are C=C(C)c1ccc(S(C)(=O)=O)cc1C(=O)N1CCN(c2ccc(C(F)(F)F)cc2)CC1, CCOC(C)=O. The product is CC(C)c1ccc(S(C)(=O)=O)cc1C(=O)N1CCN(c2ccc(C(F)(F)F)cc2)CC1. As a reaction SMILES: [C:1](=[CH2:2])([CH3:3])[c:4]1[c:5]([C:14](=[O:15])[N:16]2[CH2:17][CH2:18][N:19]([c:22]3[cH:23][cH:24][c:25]([C:28]([F:29])([F:30])[F:31])[cH:26][cH:27]3)[CH2:20][CH2:21]2)[cH:6][c:7]([S:10](=[O:11])(=[O:12])[CH3:13])[cH:8][cH:9]1.[CH2:32]([O:33][C:34](=[O:35])[CH3:36])[CH3:37]>>[CH:1]([CH3:2])([CH3:3])[c:4]1[c:5]([C:14](=[O:15])[N:16]2[CH2:17][CH2:18][N:19]([c:22]3[cH:23][cH:24][c:25]([C:28]([F:29])([F:30])[F:31])[cH:26][cH:27]3)[CH2:20][CH2:21]2)[cH:6][c:7]([S:10](=[O:11])(=[O:12])[CH3:13])[cH:8][cH:9]1.